From a dataset of the Open Reaction Database (ORD), a public repository of structured organic reaction records. describe an organic reaction: reactants, conditions, products, and yield Starting materials: O=c1c(Cc2cccnc2)cn2c3ccc(Br)cc3c3cc(O)cc1c32, CC(C)OC(=O)CBr, O=C([O-])[O-], CS(C)=O, [K+], [K+], O. Yields the product CC(C)OC(=O)COc1cc2c(=O)c(Cc3cccnc3)cn3c4ccc(Br)cc4c(c1)c23. Reaction SMILES: [Br:1][c:2]1[cH:3][cH:4][c:5]2[n:6]3[c:7]4[c:8]([cH:9][c:10]([OH:15])[cH:11][c:12]4[c:13]2[cH:14]1)[c:16](=[O:26])[c:17]([CH2:19][c:20]1[cH:21][n:22][cH:23][cH:24][cH:25]1)[cH:18]3.[Br:33][CH2:34][C:35](=[O:36])[O:37][CH:38]([CH3:39])[CH3:40].[C:27](=[O:28])([O-:29])[O-:30].[CH3:42][S:43](=[O:44])[CH3:45].[K+:31].[K+:32].[OH2:41]>>[Br:1][c:2]1[cH:3][cH:4][c:5]2[n:6]3[c:7]4[c:8]([cH:9][c:10]([O:15][CH2:34][C:35](=[O:36])[O:37][CH:38]([CH3:39])[CH3:40])[cH:11][c:12]4[c:13]2[cH:14]1)[c:16](=[O:26])[c:17]([CH2:19][c:20]1[cH:21][n:22][cH:23][cH:24][cH:25]1)[cH:18]3. Reactants: CN1CCN(CCC1)CC1=CC=C(C(=O)NC2=C(C=CC(=C2)NC2=NC=CC(=N2)C=2C=NC=CC2)C)C=C1 (4-(4-Methylhomopiperazin-1-ylmethyl)-N-[2-methyl-5-(4-(pyridin-3-yl)pyrimidin-2-yl)aminophenyl]benzamide), CS(=O)(=O)O (methanesulfonic acid). The solvent is C(C)O (ethanol). The product is CS(=O)(=O)O.CN1CCN(CCC1)CC1=CC=C(C(=O)NC2=C(C=CC(=C2)NC2=NC=CC(=N2)C=2C=NC=CC2)C)C=C1 (4-(4-methylhomopiperazin-1-ylmethyl)-N-[2-methyl-5-(4-(pyridin-3-yl)pyrimidin-2-yl)aminophenyl]benzamide methanesulfonate). The yield is 74.5%. RXN SMILES: [CH3:1][N:2]1[CH2:8][CH2:7][CH2:6][N:5]([CH2:9][C:10]2[CH:38]=[CH:37][C:13]([C:14]([NH:16][C:17]3[CH:22]=[C:21]([NH:23][C:24]4[N:29]=[C:28]([C:30]5[CH:31]=[N:32][CH:33]=[CH:34][CH:35]=5)[CH:27]=[CH:26][N:25]=4)[CH:20]=[CH:19][C:18]=3[CH3:36])=[O:15])=[CH:12][CH:11]=2)[CH2:4][CH2:3]1.[CH3:39][S:40]([OH:43])(=[O:42])=[O:41]>C(O)C>[CH3:39][S:40]([OH:43])(=[O:42])=[O:41].[CH3:1][N:2]1[CH2:8][CH2:7][CH2:6][N:5]([CH2:9][C:10]2[CH:11]=[CH:12][C:13]([C:14]([NH:16][C:17]3[CH:22]=[C:21]([NH:23][C:24]4[N:29]=[C:28]([C:30]5[CH:31]=[N:32][CH:33]=[CH:34][CH:35]=5)[CH:27]=[CH:26][N:25]=4)[CH:20]=[CH:19][C:18]=3[CH3:36])=[O:15])=[CH:37][CH:38]=2)[CH2:4][CH2:3]1 |f:3.4|. Reported procedure: 4-(4-Methylhomopiperazin-1-ylmethyl)-N-[2-methyl-5-(4-(pyridin-3-yl)pyrimidin-2-yl)aminophenyl]benzamide (1.2 g, 2.29 mmol) was dissolved in ethanol (18 ml), methanesulfonic acid (149 μl, 2.29 mmol) was added, and the mixture was reacted at room temperature for 18 hours. The resulting solid was filtered and washed with acetone to give 4-(4-methylhomopiperazin-1-ylmethyl)-N-[2-methyl-5-(4-(pyridin-3-yl)pyrimidin-2-yl)aminophenyl]benzamide methanesulfonate (1.03 g). The reactants are [BH4-].[Na+] (sodium borohydride), O (water), C1(CCCCC1)OC(C)O[C@@H](C(=O)OCC(C)C)C (isobutyl (R)-(+)-2-(1-cyclohexyloxyethoxy)propionate), CO (methanol). Run in C1(=CC=CC=C1)C (toluene). The product is C1(CCCCC1)OC(C)O[C@@H](CO)C ((R)-(−)-2-(1-Cyclohexyloxyethoxy)-1-propanol). Yield: 88.7%. As a reaction SMILES: [BH4-].[Na+].[CH:3]1([O:9][CH:10]([O:12][C@H:13]([CH3:21])[C:14](OCC(C)C)=[O:15])[CH3:11])[CH2:8][CH2:7][CH2:6][CH2:5][CH2:4]1.CO.O>C1(C)C=CC=CC=1>[CH:3]1([O:9][CH:10]([O:12][C@H:13]([CH3:21])[CH2:14][OH:15])[CH3:11])[CH2:8][CH2:7][CH2:6][CH2:5][CH2:4]1 |f:0.1|. Procedure: 8.4 g (0.204 mole) of sodium borohydride was suspended at room temperature in a solution of 47.9 g (0.17 mole) of the isobutyl (R)-(+)-2-(1-cyclohexyloxyethoxy)propionate (obtained in Reference Example 7) dissolved in 170 ml of toluene. Thereto was dropwise added slowly 41.3 ml (1.02 mole) of methanol with stirring, so that the internal temperature of the reaction system could be kept at 40° C. After the completion of the dropwise addition, the resulting mixture was stirred at room temperature f...